The task is: describe an organic reaction: reactants, conditions, products, and yield. This data is from the Open Reaction Database (ORD), a public repository of structured organic reaction records. Starting materials: ( 3 ), C1CCC(CC1)N=C=NC2CCCCC2 (DCC), 4-N,N-dimethylaminopyridine, C(CCCCCCCCCCC)C(=O)OC1=CC=C(C(=O)O)C=C1 (4-n-dodecylcarbonyloxybenzoic acid), C(C1=CC=CC=C1)OC1=CC=C(C=C1)O (4-benzyloxyphenol). The solvent is ClCCl (dichloromethane). Reaction conditions: time 30 minute. Yields the product C(CCCCCCCCCCC)C(=O)OC1=CC=C(C=C1)C(=O)OC1=CC=C(C=C1)OCC1=CC=CC=C1 (4-(4′-n-dodecylcarbonyloxyphenylcarbonyloxy)-1-benzyloxybenzene). Yield: 99.8%. Reaction SMILES: [CH2:1]([C:13]([O:15][C:16]1[CH:24]=[CH:23][C:19]([C:20]([OH:22])=[O:21])=[CH:18][CH:17]=1)=[O:14])[CH2:2][CH2:3][CH2:4][CH2:5][CH2:6][CH2:7][CH2:8][CH2:9][CH2:10][CH2:11][CH3:12].[CH2:25]([O:32][C:33]1[CH:38]=[CH:37][C:36](O)=[CH:35][CH:34]=1)[C:26]1[CH:31]=[CH:30][CH:29]=[CH:28][CH:27]=1.C1CCC(N=C=NC2CCCCC2)CC1>ClCCl>[CH2:1]([C:13]([O:15][C:16]1[CH:24]=[CH:23][C:19]([C:20]([O:22][C:36]2[CH:37]=[CH:38][C:33]([O:32][CH2:25][C:26]3[CH:31]=[CH:30][CH:29]=[CH:28][CH:27]=3)=[CH:34][CH:35]=2)=[O:21])=[CH:18][CH:17]=1)=[O:14])[CH2:2][CH2:3][CH2:4][CH2:5][CH2:6][CH2:7][CH2:8][CH2:9][CH2:10][CH2:11][CH3:12]. Procedure: {circle around (3)}: A mixture comprising 2.14 g of 4-n-dodecylcarbonyloxybenzoic acid, 1.40 g of 4-benzyloxyphenol, 1.44 g of DCC and 20 g of dichloromethane was stirred at room temperature for 30 minutes. Then, a catalytic amount of 4-N,N-dimethylaminopyridine was added to the mixture, and the mixture was further stirred at room temperature for 12 hours. After finishing the reaction, insoluble substances were filtered off, and dichloromethane was distilled off from the filtrate under reduced p... Starting materials: N#Cc1cc(S(=O)(=O)Nc2ncns2)ccc1F, Cl, [K+], [K+], O=C([O-])[O-], CN(C)C=O, Oc1ccccc1I. Yields the product N#Cc1cc(S(=O)(=O)Nc2ncns2)ccc1Oc1ccccc1I. Reaction SMILES: [C:15](#[N:16])[c:17]1[cH:18][c:19]([S:24](=[O:25])(=[O:26])[NH:27][c:28]2[n:29][cH:30][n:31][s:32]2)[cH:20][cH:21][c:22]1[F:23].[ClH:33].[K+:10].[K+:9].[O-:11][C:12]([O-:13])=[O:14].[O:34]=[CH:35][N:36]([CH3:37])[CH3:38].[OH:1][c:2]1[cH:3][cH:4][cH:5][cH:6][c:7]1[I:8]>>[O:1]([c:2]1[cH:3][cH:4][cH:5][cH:6][c:7]1[I:8])[c:22]1[c:17]([C:15]#[N:16])[cH:18][c:19]([S:24](=[O:25])(=[O:26])[NH:27][c:28]2[n:29][cH:30][n:31][s:32]2)[cH:20][cH:21]1. Starting materials: COC(=O)C(=O)N(Cc1ccc(C(C)(C)C)cc1)c1ccc(-c2ccc(OC)cc2)cc1, CO, Cl, [Na+], C1CCOC1, [OH-]. The product is COc1ccc(-c2ccc(N(Cc3ccc(C(C)(C)C)cc3)C(=O)C(=O)O)cc2)cc1. Reaction SMILES: [C:1]([CH3:2])([CH3:3])([CH3:4])[c:5]1[cH:6][cH:7][c:8]([CH2:9][N:10]([C:11]([C:12](=[O:13])[O:14][CH3:15])=[O:16])[c:17]2[cH:18][cH:19][c:20](-[c:23]3[cH:24][cH:25][c:26]([O:29][CH3:30])[cH:27][cH:28]3)[cH:21][cH:22]2)[cH:31][cH:32]1.[CH3:33][OH:34].[ClH:37].[Na+:36].[O:38]1[CH2:39][CH2:40][CH2:41][CH2:42]1.[OH-:35]>>[C:1]([CH3:2])([CH3:3])([CH3:4])[c:5]1[cH:6][cH:7][c:8]([CH2:9][N:10]([C:11]([C:12](=[O:13])[OH:14])=[O:16])[c:17]2[cH:18][cH:19][c:20](-[c:23]3[cH:24][cH:25][c:26]([O:29][CH3:30])[cH:27][cH:28]3)[cH:21][cH:22]2)[cH:31][cH:32]1. Reactants: C#CCOCC1CC1, CCOC(C)=O, CC(C)NC(C)C, Nc1c(Cl)cc(I)c2c1OCO2, [Cu]I, Cl[Pd]Cl, c1ccc(P(c2ccccc2)c2ccccc2)cc1, c1ccc(P(c2ccccc2)c2ccccc2)cc1. Product: Nc1c(Cl)cc(C#CCOCC2CC2)c2c1OCO2. RXN SMILES: [CH2:13]([C:14]#[CH:15])[O:16][CH2:17][CH:18]1[CH2:19][CH2:20]1.[CH3:28][CH2:29][O:30][C:31](=[O:32])[CH3:33].[CH:21]([NH:22][CH:23]([CH3:24])[CH3:25])([CH3:26])[CH3:27].[Cl:1][c:2]1[c:3]([NH2:12])[c:4]2[c:5]([c:9]([I:11])[cH:10]1)[O:6][CH2:7][O:8]2.[Cu:75][I:76].[Pd:34]([Cl:35])[Cl:36].[c:37]1([P:38]([c:39]2[cH:40][cH:41][cH:42][cH:43][cH:44]2)[c:45]2[cH:46][cH:47][cH:48][cH:49][cH:50]2)[cH:51][cH:52][cH:53][cH:54][cH:55]1.[c:56]1([P:57]([c:58]2[cH:59][cH:60][cH:61][cH:62][cH:63]2)[c:64]2[cH:65][cH:66][cH:67][cH:68][cH:69]2)[cH:70][cH:71][cH:72][cH:73][cH:74]1>>[Cl:1][c:2]1[c:3]([NH2:12])[c:4]2[c:5]([c:9]([C:15]#[C:14][CH2:13][O:16][CH2:17][CH:18]3[CH2:19][CH2:20]3)[cH:10]1)[O:6][CH2:7][O:8]2. Starting materials: CO, [OH-], [OH-], [Pd+2], c1ccc(CNC2CCC3(CC2)OCCO3)cc1. Yields the product NC1CCC2(CC1)OCCO2. RXN SMILES: [CH3:19][OH:20].[OH-:21].[OH-:23].[Pd+2:22].[c:1]1([CH2:2][NH:8][CH:9]2[CH2:10][CH2:11][C:12]3([O:13][CH2:14][CH2:15][O:16]3)[CH2:17][CH2:18]2)[cH:3][cH:4][cH:5][cH:6][cH:7]1>>[NH2:8][CH:9]1[CH2:10][CH2:11][C:12]2([O:13][CH2:14][CH2:15][O:16]2)[CH2:17][CH2:18]1. Reactants: O=C([O-])[O-], O=c1cc(OCc2ccccc2)ccn1-c1ccc2c(cnn2CCCl)c1, [Cs+], [Cs+], CN(C)C=O, O, OCC1CCCN1. Yields the product O=c1cc(OCc2ccccc2)ccn1-c1ccc2c(cnn2CCN2CCCC2CO)c1. As a reaction SMILES: [C:28](=[O:29])([O-:30])[O-:31].[CH2:1]([c:2]1[cH:3][cH:4][cH:5][cH:6][cH:7]1)[O:8][c:9]1[cH:10][c:11](=[O:27])[n:12](-[c:15]2[cH:16][c:17]3[cH:18][n:19][n:20]([CH2:24][CH2:25][Cl:26])[c:21]3[cH:22][cH:23]2)[cH:13][cH:14]1.[Cs+:32].[Cs+:33].[O:41]=[CH:42][N:43]([CH3:44])[CH3:45].[OH2:46].[OH:34][CH2:35][CH:36]1[NH:37][CH2:38][CH2:39][CH2:40]1>>[CH2:1]([c:2]1[cH:3][cH:4][cH:5][cH:6][cH:7]1)[O:8][c:9]1[cH:10][c:11](=[O:27])[n:12](-[c:15]2[cH:16][c:17]3[cH:18][n:19][n:20]([CH2:24][CH2:25][N:37]4[CH:36]([CH2:35][OH:34])[CH2:40][CH2:39][CH2:38]4)[c:21]3[cH:22][cH:23]2)[cH:13][cH:14]1. Yields the product ClC1=C(C=CC=C1)CN1C(=NC=C1C[C@H](N(C)CC1=CC=CC=C1)C(=O)O)CCCC (3-[(2-Chlorophenyl)methyl]-2-n-butyl-N-benzyl-N-methylhistidine). Reported procedure: 3-[(2-chlorophenyl)methyl]-2-n-butyl-N-benzylhistidine (prepared in Example 13) is reacted with methyl iodide to give the title compound. As a reaction SMILES: [Cl:1][C:2]1[CH:7]=[CH:6][CH:5]=[CH:4][C:3]=1[CH2:8][N:9]1[C:13]([CH2:14][C@@H:15]([C:24]([OH:26])=[O:25])[NH:16][CH2:17][C:18]2[CH:23]=[CH:22][CH:21]=[CH:20][CH:19]=2)=[CH:12][N:11]=[C:10]1[CH2:27][CH2:28][CH2:29][CH3:30].[CH3:31]I>>[Cl:1][C:2]1[CH:7]=[CH:6][CH:5]=[CH:4][C:3]=1[CH2:8][N:9]1[C:13]([CH2:14][C@@H:15]([C:24]([OH:26])=[O:25])[N:16]([CH2:17][C:18]2[CH:23]=[CH:22][CH:21]=[CH:20][CH:19]=2)[CH3:31])=[CH:12][N:11]=[C:10]1[CH2:27][CH2:28][CH2:29][CH3:30]. Reactants: ClC1=C(C=CC=C1)CN1C(=NC=C1C[C@H](NCC1=CC=CC=C1)C(=O)O)CCCC (3-[(2-chlorophenyl)methyl]-2-n-butyl-N-benzylhistidine), CI (methyl iodide). Reported procedure: To an acetone (50 ml) solution containing 2-mercapto-1-methyltetrazole (4.0 g) and anhydrous potassium carbonate (20 g) was added 1-bromo-2-chloroethane (5.0 ml) under ice-cooling. The mixture was stirred for 90 minutes at room temperature, to which was added methylene chloride (50 ml). The mixture was subjected to filtration, and the filtrate was concentrated under reduced pressure to afford 2-(chloroethylthio)-1-methyltetrazole (6.0 g) as a pale yellow oily substance. The reactants are CC(=O)C (acetone), SN1N(C=NN1)C (2-mercapto-1-methyltetrazole), C([O-])([O-])=O.[K+].[K+] (potassium carbonate), BrCCCl (1-bromo-2-chloroethane). The solvent is C(Cl)Cl (methylene chloride). Reaction SMILES: CC(C)=O.[SH:5][N:6]1[NH:10][N:9]=[CH:8][N:7]1[CH3:11].C(=O)([O-])[O-].[K+].[K+].Br[CH2:19][CH2:20][Cl:21]>C(Cl)Cl>[Cl:21][CH2:20][CH2:19][S:5][N:6]1[NH:10][N:9]=[CH:8][N:7]1[CH3:11] |f:2.3.4|. Product: ClCCSN1N(C=NN1)C (2-(chloroethylthio)-1-methyltetrazole). Conditions: time 90 minute.